This data is from the Open Reaction Database (ORD), a public repository of structured organic reaction records. The task is: describe an organic reaction: reactants, conditions, products, and yield Reactants: CSC1=NC(=C(C(=N1)NCC)[N+](=O)[O-])Cl (2-methylthio-6-chloro-5-nitro-4-ethylamino-pyrimidine), CS (methylmercaptan). The solvent is alcohol, C(C)N(CC)CC (triethylamine). Reaction conditions: time 0.5 hour. Yields the product CSC1=NC(=C(C(=N1)NCC)[N+](=O)[O-])SC (2,6-di-methylthio-5-nitro-4-ethylamino-pyrimidine). RXN SMILES: [CH3:1][S:2][C:3]1[N:8]=[C:7]([NH:9][CH2:10][CH3:11])[C:6]([N+:12]([O-:14])=[O:13])=[C:5](Cl)[N:4]=1.[CH3:16][SH:17]>C(N(CC)CC)C>[CH3:1][S:2][C:3]1[N:8]=[C:7]([NH:9][CH2:10][CH3:11])[C:6]([N+:12]([O-:14])=[O:13])=[C:5]([S:17][CH3:16])[N:4]=1. Procedure: 5 g of 2-methylthio-6-chloro-5-nitro-4-ethylamino-pyrimidine are dissolved in 50 ml of absolute alcohol and 2.5 g of triethylamine are then added. Then 1 g of methylmercaptan is passed in at 25° to 30° C over a period of 10 minutes. The mixture is stirred at room temperature for 1/2 hour and subsequently evaporated by rotary evaporation. The residue is suspended in 50 ml of water and filtered off with suction and washed once with water. The product is dried in a water yet vacuum and at room temp... Reactants: OCC(CS)(C(C)C)CO (2,2-di-hydroxymethyl-3-methyl-butan-1-thiol), OCC(CS)(C(CC)C)CO (2,2-di-hydroxymethyl-3-methyl-pentan-1-thiol), COC(C1=CC=C(C=C1)Br)(OC)OC (trimethyl 4-bromoorthobenzoate), trimethyl 4-chloro-orthobenzoate, trimethyl orthocyclohexyl-carboxylate. Yields the product BrC1=CC=C(C=C1)C12OCC(CO1)(CS2)CC(C)C (1-(4-Bromophenyl)-4-isobutyl-2,6-dioxa-7-thiabicyclo[2,2,2]octane). Reaction SMILES: O[CH2:2]C(CO)(C(C)C)CS.[OH:11][CH2:12][C:13]([CH2:20][OH:21])([CH:16](C)[CH2:17][CH3:18])[CH2:14][SH:15].CO[C:24](OC)(OC)[C:25]1[CH:30]=[CH:29][C:28]([Br:31])=[CH:27][CH:26]=1>>[Br:31][C:28]1[CH:29]=[CH:30][C:25]([C:24]23[S:15][CH2:14][C:13]([CH2:16][CH:17]([CH3:18])[CH3:2])([CH2:12][O:11]2)[CH2:20][O:21]3)=[CH:26][CH:27]=1. Procedure details: In an analogous manner, from 2,2-di-hydroxymethyl-3-methyl-butan-1-thiol or 2,2-di-hydroxymethyl-3-methyl-pentan-1-thiol and trimethyl 4-bromoorthobenzoate or trimethyl 4-chloro-orthobenzoate or trimethyl orthocyclohexyl-carboxylate the following compounds were prepared: Starting materials: COc1cnn(Cc2ccccc2)c(=O)c1Cl, Cl, [K+], [OH-], O. The product is O=c1c(Cl)c(O)cnn1Cc1ccccc1. Reaction SMILES: [CH2:1]([c:2]1[cH:3][cH:4][cH:5][cH:6][cH:7]1)[n:8]1[n:9][cH:10][c:11]([O:16][CH3:17])[c:12]([Cl:15])[c:13]1=[O:14].[ClH:20].[K+:19].[OH-:18].[OH2:21]>>[CH2:1]([c:2]1[cH:3][cH:4][cH:5][cH:6][cH:7]1)[n:8]1[n:9][cH:10][c:11]([OH:16])[c:12]([Cl:15])[c:13]1=[O:14]. Reactants: OCc1c(F)cccc1Br, CN(C)C=O, Cc1ccccc1, [Na+], [OH-], O, O=S(Cl)Cl. Yields the product Fc1cccc(Br)c1CCl. Reaction SMILES: [Br:1][c:2]1[c:3]([CH2:9][OH:10])[c:4]([F:8])[cH:5][cH:6][cH:7]1.[CH3:11][N:12]([CH3:13])[CH:14]=[O:15].[CH3:22][c:23]1[cH:24][cH:25][cH:26][cH:27][cH:28]1.[Na+:17].[OH-:16].[OH2:29].[S:18]([Cl:19])([Cl:20])=[O:21]>>[Br:1][c:2]1[c:3]([CH2:9][Cl:20])[c:4]([F:8])[cH:5][cH:6][cH:7]1.